This data is from the Open Reaction Database (ORD), a public repository of structured organic reaction records. The task is: describe an organic reaction: reactants, conditions, products, and yield The reactants are N(=[N+]=[N-])CCC[C@@]1(CCN(C(O1)=O)[C@@H](C)C1CCCCC1)C1=CC=C(C=C1)F ((R)-6-(3-azidopropyl)-3-((S)-1-cyclohexylethyl)-6-(4-fluorophenyl)-1,3-oxazinan-2-one), C1=CC=C(C=C1)P(C2=CC=CC=C2)C3=CC=CC=C3 (Ph3P). Run in C1CCOC1 (THF), O (H2O). Product: NCCC[C@@]1(CCN(C(O1)=O)[C@@H](C)C1CCCCC1)C1=CC=C(C=C1)F ((R)-6-(3-aminopropyl)-3-((S)-1-cyclohexyle-thyl)-6-(4-fluorophenyl)-1,3-oxazinan-2-one). The yield is 25.5%. RXN SMILES: [N:1]([CH2:4][CH2:5][CH2:6][C@@:7]1([C:22]2[CH:27]=[CH:26][C:25]([F:28])=[CH:24][CH:23]=2)[O:12][C:11](=[O:13])[N:10]([C@H:14]([CH:16]2[CH2:21][CH2:20][CH2:19][CH2:18][CH2:17]2)[CH3:15])[CH2:9][CH2:8]1)=[N+]=[N-].C1C=CC(P(C2C=CC=CC=2)C2C=CC=CC=2)=CC=1>C1COCC1.O>[NH2:1][CH2:4][CH2:5][CH2:6][C@@:7]1([C:22]2[CH:27]=[CH:26][C:25]([F:28])=[CH:24][CH:23]=2)[O:12][C:11](=[O:13])[N:10]([C@H:14]([CH:16]2[CH2:21][CH2:20][CH2:19][CH2:18][CH2:17]2)[CH3:15])[CH2:9][CH2:8]1. Reported procedure: To a solution of (R)-6-(3-azidopropyl)-3-((S)-1-cyclohexylethyl)-6-(4-fluorophenyl)-1,3-oxazinan-2-one (210 mg, 0.54 mmol) in THF (5 mL) and H2O (0.25 mL) was added Ph3P (420 mg, 1.60 mmol). After refluxing for 3 h, the mixture was concentrated to give the crude product, which was purified by preparative TLC to give (R)-6-(3-aminopropyl)-3-((S)-1-cyclohexyle-thyl)-6-(4-fluorophenyl)-1,3-oxazinan-2-one (50 mg, 25%). Starting materials: [N+](=O)([O-])C1=C(C=CC=C1)N1CC2(CCN(CC2)C)C2=CC=CC=C12 (1-(2-nitrophenyl)-1'-methylspiro[indoline-3,4'-piperidine]), C([O-])([O-])=O.[K+].[K+] (potassium carbonate), N#CBr (cyanogen bromide). The solvent is C(Cl)(Cl)Cl (chloroform), C(Cl)(Cl)Cl (chloroform). Product: C(#N)N1CCC2(CC1)CN(C1=CC=CC=C12)C1=C(C=CC=C1)[N+](=O)[O-] (1'-cyano-1-(2-nitrophenyl)spiro[indoline-3,4'-piperidine]). RXN SMILES: [N+:1]([C:4]1[CH:9]=[CH:8][CH:7]=[CH:6][C:5]=1[N:10]1[C:24]2[C:19](=[CH:20][CH:21]=[CH:22][CH:23]=2)[C:12]2([CH2:17][CH2:16][N:15]([CH3:18])[CH2:14][CH2:13]2)[CH2:11]1)([O-:3])=[O:2].C(=O)([O-])[O-].[K+].[K+].[N:31]#CBr>C(Cl)(Cl)Cl>[C:18]([N:15]1[CH2:16][CH2:17][C:12]2([C:19]3[C:24](=[CH:23][CH:22]=[CH:21][CH:20]=3)[N:10]([C:5]3[CH:6]=[CH:7][CH:8]=[CH:9][C:4]=3[N+:1]([O-:3])=[O:2])[CH2:11]2)[CH2:13][CH2:14]1)#[N:31] |f:1.2.3|. Procedure: A solution of 18.23 g of 1-(2-nitrophenyl)-1'-methylspiro[indoline-3,4'-piperidine] of Example 15 in 100 ml of chloroform is added dropwise over 50 minutes to a rapidly stirred slurry of 11.65 g of potassium carbonate and 8.94 g of cyanogen bromide in 100 ml of chloroform under nitrogen. After heating at reflux for 2.75 hours, the cooled product is washed with 10% sodium hydroxide and water, dried over anhydrous magnesium sulfate and concentrated to yield a crude solid which is chromatographed o...